From a dataset of the Open Reaction Database (ORD), a public repository of structured organic reaction records. describe an organic reaction: reactants, conditions, products, and yield Reaction SMILES: [CH3:26][O:27][CH2:28][CH2:29][O:30][CH3:31].[Cl:11][c:12]1[n:13][n+:14]([O-:25])[c:15]2[c:16]([n:17]1)[cH:18][c:19]1[c:23]([cH:24]2)[CH2:22][CH2:21][CH2:20]1.[N:1]1([CH2:8][CH2:9][NH2:10])[CH2:2][CH2:3][CH2:4][CH2:5][CH2:6][CH2:7]1>>[N:1]1([CH2:8][CH2:9][NH:10][c:12]2[n:13][n+:14]([O-:25])[c:15]3[c:16]([n:17]2)[cH:18][c:19]2[c:23]([cH:24]3)[CH2:22][CH2:21][CH2:20]2)[CH2:2][CH2:3][CH2:4][CH2:5][CH2:6][CH2:7]1. Starting materials: COCCOC, [O-][n+]1nc(Cl)nc2cc3c(cc21)CCC3, NCCN1CCCCCC1. Product: [O-][n+]1nc(NCCN2CCCCCC2)nc2cc3c(cc21)CCC3.